From a dataset of the Open Reaction Database (ORD), a public repository of structured organic reaction records. describe an organic reaction: reactants, conditions, products, and yield Starting materials: CC(=O)O, CC(=O)O[BH-](OC(C)=O)OC(C)=O, CCOC(=O)COc1cc(C)c(Sc2ccc(C=O)cc2C)cc1C, ClC(Cl)Cl, Nc1ccc(C(F)(F)F)cc1, [Na+]. Yields the product CCOC(=O)COc1cc(C)c(Sc2ccc(CNc3ccc(C(F)(F)F)cc3)cc2C)cc1C. Reaction SMILES: [C:37]([OH:38])(=[O:39])[CH3:40].[C:41]([O:42][BH-:43]([O:44][C:45](=[O:46])[CH3:47])[O:48][C:49](=[O:50])[CH3:51])(=[O:52])[CH3:53].[CH2:1]([CH3:2])[O:3][C:4]([CH2:5][O:6][c:7]1[c:8]([CH3:24])[cH:9][c:10]([S:14][c:15]2[c:16]([CH3:23])[cH:17][c:18]([CH:21]=[O:22])[cH:19][cH:20]2)[c:11]([CH3:13])[cH:12]1)=[O:25].[Cl:55][CH:56]([Cl:57])[Cl:58].[F:26][C:27]([c:28]1[cH:29][cH:30][c:31]([NH2:32])[cH:33][cH:34]1)([F:35])[F:36].[Na+:54]>>[CH2:1]([CH3:2])[O:3][C:4]([CH2:5][O:6][c:7]1[c:8]([CH3:24])[cH:9][c:10]([S:14][c:15]2[c:16]([CH3:23])[cH:17][c:18]([CH2:21][NH:32][c:31]3[cH:30][cH:29][c:28]([C:27]([F:26])([F:35])[F:36])[cH:34][cH:33]3)[cH:19][cH:20]2)[c:11]([CH3:13])[cH:12]1)=[O:25]. Reactants: 25, ClC1=C(C=CC(=C1)Cl)C(=O)C1=CC=C(C=C1)F ((2,4-dichlorophenyl)(4-fluorophenyl)methanone), CO (methanol), [BH4-].[Na+] (sodium borohydride). Run in O (water). Run at time 8 hour. The product is 22, ClC1=C(C=CC(=C1)Cl)C(O)C1=CC=C(C=C1)F (2,4-dichloro-α-(4-fluorophenyl)benzenemethanol). RXN SMILES: [Cl:1][C:2]1[CH:7]=[C:6]([Cl:8])[CH:5]=[CH:4][C:3]=1[C:9]([C:11]1[CH:16]=[CH:15][C:14]([F:17])=[CH:13][CH:12]=1)=[O:10].CO.[BH4-].[Na+]>O>[Cl:1][C:2]1[CH:7]=[C:6]([Cl:8])[CH:5]=[CH:4][C:3]=1[CH:9]([C:11]1[CH:16]=[CH:15][C:14]([F:17])=[CH:13][CH:12]=1)[OH:10] |f:2.3|. Reported procedure: To a stirred and cooled (10°-15° C.) mixture of 25 parts of (2,4-dichlorophenyl)(4-fluorophenyl)methanone and 80 parts of methanol are added portionwise 4.9 parts of sodium borohydride at about 10° C. Upon completion, stirring is continued overnight at room temperature. The reaction mixture is diluted with water and the solvent is evaporated. The residue is taken up in water and the product is extracted with trichloromethane. The extract is washed with water, dried, filtered and evaporated, yiel... The reactants are C(C)(=O)N1C(C(C2=CC=C(C=C12)C(=O)OCC)=C(C1=CC=CC=C1)OCC)=O (1-acetyl-3-(1-ethoxy-1-phenylmethylene)-6-ethoxycarbonyl-2-indolinone), CN1CCN(CC1)C1=CC=C(N)C=C1 (4-(4-methyl-piperazin-1-yl)-aniline). Yields the product CN1CCN(CC1)C1=CC=C(N\C(\C2=CC=CC=C2)=C\2/C(NC3=CC(=CC=C23)C(=O)OCC)=O)C=C1 (3-Z-[1-(4-(4-methyl-piperazin-1-yl)-anilino)-1-phenyl-methylene]-6-ethoxycarbonyl-2-indolinone). As a reaction SMILES: C([N:4]1[C:12]2[C:7](=[CH:8][CH:9]=[C:10]([C:13]([O:15][CH2:16][CH3:17])=[O:14])[CH:11]=2)[C:6](=[C:18](OCC)[C:19]2[CH:24]=[CH:23][CH:22]=[CH:21][CH:20]=2)[C:5]1=[O:28])(=O)C.[CH3:29][N:30]1[CH2:35][CH2:34][N:33]([C:36]2[CH:42]=[CH:41][C:39]([NH2:40])=[CH:38][CH:37]=2)[CH2:32][CH2:31]1>>[CH3:29][N:30]1[CH2:31][CH2:32][N:33]([C:36]2[CH:42]=[CH:41][C:39]([NH:40]/[C:18](=[C:6]3\[C:5](=[O:28])[NH:4][C:12]4[C:7]\3=[CH:8][CH:9]=[C:10]([C:13]([O:15][CH2:16][CH3:17])=[O:14])[CH:11]=4)/[C:19]3[CH:24]=[CH:23][CH:22]=[CH:21][CH:20]=3)=[CH:38][CH:37]=2)[CH2:34][CH2:35]1. Procedure: Prepared from 1-acetyl-3-(1-ethoxy-1-phenylmethylene)-6-ethoxycarbonyl-2-indolinone and 4-(4-methyl-piperazin-1-yl)-aniline Rf value: 0.3 (aluminium oxide, ethyl acetate) C29H30N4O3 Yields the product Cc1ccsc1C(=O)Cc1ccc(C(F)(F)F)cc1[N+](=O)[O-]. RXN SMILES: [CH2:27]1[O:28][CH2:29][CH2:30][O:31][CH2:32]1.[F:1][C:2]([c:3]1[cH:4][c:5]([N+:22](=[O:23])[O-:24])[c:6]([C:7](=[CH:8][N:9]([CH3:10])[CH3:11])[C:12](=[O:13])[c:14]2[s:15][cH:16][cH:17][c:18]2[CH3:19])[cH:20][cH:21]1)([F:25])[F:26].[OH2:33]>>[F:1][C:2]([c:3]1[cH:4][c:5]([N+:22](=[O:23])[O-:24])[c:6]([CH2:7][C:12](=[O:13])[c:14]2[s:15][cH:16][cH:17][c:18]2[CH3:19])[cH:20][cH:21]1)([F:25])[F:26]. Starting materials: C1COCCO1, Cc1ccsc1C(=O)C(=CN(C)C)c1ccc(C(F)(F)F)cc1[N+](=O)[O-], O.